This data is from the Open Reaction Database (ORD), a public repository of structured organic reaction records. The task is: describe an organic reaction: reactants, conditions, products, and yield The reactants are ClC=1C=C(C=CC1Cl)C1=NC(=NC(=C1)C)N1C=NC(=C1)I (4-(3,4-dichloro-phenyl)-2-(4-iodo-imidazol-1-yl)-6-methyl-pyrimidine), C(C)(C)(C)NS(=O)(=O)C=1C=C(C=CC1)B(O)O (3-(tert.-butylsulfamoyl)-phenylboronic acid). Product: C(C)(C)(C)NS(=O)(=O)C1=CC(=CC=C1)C=1N=CN(C1)C1=NC(=CC(=N1)C)C1=CC(=C(C=C1)Cl)Cl (N-tert-Butyl-3-{1-[6-(3,4-dichloro-phenyl)-4-methyl-pyrimidin-2-yl]-1H-imidazol-4-yl}-benzenesulfonamide), solid. RXN SMILES: [Cl:1][C:2]1[CH:3]=[C:4]([C:9]2[CH:14]=[C:13]([CH3:15])[N:12]=[C:11]([N:16]3[CH:20]=[C:19](I)[N:18]=[CH:17]3)[N:10]=2)[CH:5]=[CH:6][C:7]=1[Cl:8].[C:22]([NH:26][S:27]([C:30]1[CH:31]=[C:32](B(O)O)[CH:33]=[CH:34][CH:35]=1)(=[O:29])=[O:28])([CH3:25])([CH3:24])[CH3:23]>>[C:22]([NH:26][S:27]([C:30]1[CH:31]=[CH:32][CH:33]=[C:34]([C:19]2[N:18]=[CH:17][N:16]([C:11]3[N:12]=[C:13]([CH3:15])[CH:14]=[C:9]([C:4]4[CH:5]=[CH:6][C:7]([Cl:8])=[C:2]([Cl:1])[CH:3]=4)[N:10]=3)[CH:20]=2)[CH:35]=1)(=[O:29])=[O:28])([CH3:25])([CH3:23])[CH3:24]. Procedure: N-tert-Butyl-3-{1-[6-(3,4-dichloro-phenyl)-4-methyl-pyrimidin-2-yl]-1H-imidazol-4-yl}-benzenesulfonamide was prepared from 4-(3,4-dichloro-phenyl)-2-(4-iodo-imidazol-1-yl)-6-methyl-pyrimidine (example E.74) (0.37 g, 0.86 mmol) and commercially available 3-(tert.-butylsulfamoyl)-phenylboronic acid (0.33 g, 1.29 mmol) according to the general procedure VI. Obtained as a light yellow solid (0.23 g) which was subsequently deprotected. RXN SMILES: [F:1][C:2]1[CH:23]=[C:22]([F:24])[CH:21]=[CH:20][C:3]=1[CH:4]([C:6]1[CH:16]=[C:15]([N+:17]([O-])=O)[CH:14]=[CH:13][C:7]=1[NH:8][S:9]([CH3:12])(=[O:11])=[O:10])O.C(O)(=O)C>[Pd].CO>[NH2:17][C:15]1[CH:14]=[CH:13][C:7]([NH:8][S:9]([CH3:12])(=[O:11])=[O:10])=[C:6]([CH2:4][C:3]2[CH:20]=[CH:21][C:22]([F:24])=[CH:23][C:2]=2[F:1])[CH:16]=1. Run at time 9 hour. Reagents/catalysts: [Pd] (palladium on carbon). Solvent: CO (methanol). The yield is 69.3%. Product: NC1=CC(=C(NS(=O)(=O)C)C=C1)CC1=C(C=C(C=C1)F)F (4'-amino-2'-(2,4-difluorobenzyl)methanesulfonanilide). Reactants: FC1=C(C(O)C2=C(NS(=O)(=O)C)C=CC(=C2)[N+](=O)[O-])C=CC(=C1)F (2'-(2,4-difluoro-α-hydroxybenzyl)-4'-nitromethanesulfonanilide), C(C)(=O)O (acetic acid). Procedure details: A mixture of 2'-(2,4-difluoro-α-hydroxybenzyl)-4'-nitromethanesulfonanilide (5.3 g), 10% palladium on carbon (1 g) and acetic acid (6 ml) in methanol (60 ml) was shaken under hydrogen atmosphere for 9 hours. The mixture was filtered and the filtrate was evaporated. The residue was dissolved in ethyl acetate, washed with a saturated solution of sodium bicarbonate, dried, and evaporated. The sirupy residue was recrystallized from ethanol to give crystals of 4'-amino-2'-(2,4-difluorobenzyl)methanes... Reactants: CC(=O)O, CCO, O=Cc1cccc2ccccc12, NC1=NN(c2cccc(C(F)(F)F)c2)CC1. Product: FC(F)(F)c1cccc(N2CCC(N=Cc3cccc4ccccc34)=N2)c1. As a reaction SMILES: [CH3:29][C:30](=[O:31])[OH:32].[CH3:33][CH2:34][OH:35].[CH:17](=[O:18])[c:19]1[cH:20][cH:21][cH:22][c:23]2[cH:24][cH:25][cH:26][cH:27][c:28]12.[NH2:1][C:2]1=[N:3][N:4]([c:7]2[cH:8][c:9]([C:13]([F:14])([F:15])[F:16])[cH:10][cH:11][cH:12]2)[CH2:5][CH2:6]1>>[N:1]([C:2]1=[N:3][N:4]([c:7]2[cH:8][c:9]([C:13]([F:14])([F:15])[F:16])[cH:10][cH:11][cH:12]2)[CH2:5][CH2:6]1)=[CH:17][c:19]1[cH:20][cH:21][cH:22][c:23]2[cH:24][cH:25][cH:26][cH:27][c:28]12. Reactants: C(=O)C1=C(C(SS1)=S)C (5-Formyl-4-methyl-1,2-dithiole-3-thione), CI (methyl iodide). Yields the product [I-].C(=O)C1=C([C+](SS1)SC)C (5-formyl-4-methyl-3-methylthio-1,2-dithiolylium iodide). As a reaction SMILES: [CH:1]([C:3]1[S:7][S:6][C:5](=[S:8])[C:4]=1[CH3:9])=[O:2].[CH3:10][I:11]>>[I-:11].[CH:1]([C:3]1[S:7][S:6][C+:5]([S:8][CH3:10])[C:4]=1[CH3:9])=[O:2] |f:2.3|. Procedure details: 5-Formyl-4-methyl-1,2-dithiole-3-thione is dissolved in an excess of methyl iodide. Starting materials: O[C@H]1CN(CC[C@@H]1C1=CC=C(C=C1)O)C(=O)OC(C)(C)C ((3R,4R)-tert-butyl 3-hydroxy-4-(4-hydroxyphenyl)piperidine-1-carboxylate), C([O-])([O-])=O.[K+].[K+] (potassium carbonate), C(C1=CC=CC=C1)Br (benzyl bromide). Solvent: CN(C)C=O (DMF). Reaction conditions: time 16 hour. The product is C(C1=CC=CC=C1)OC1=CC=C(C=C1)[C@@H]1[C@H](CN(CC1)C(=O)OC(C)(C)C)O ((3R,4R)-tert-butyl 4-(4-(benzyloxy)phenyl)-3-hydroxypiperidine-1-carboxylate). Isolated yield 93.1%. As a reaction SMILES: [OH:1][C@@H:2]1[C@@H:7]([C:8]2[CH:13]=[CH:12][C:11]([OH:14])=[CH:10][CH:9]=2)[CH2:6][CH2:5][N:4]([C:15]([O:17][C:18]([CH3:21])([CH3:20])[CH3:19])=[O:16])[CH2:3]1.C(=O)([O-])[O-].[K+].[K+].[CH2:28](Br)[C:29]1[CH:34]=[CH:33][CH:32]=[CH:31][CH:30]=1>CN(C=O)C>[CH2:28]([O:14][C:11]1[CH:10]=[CH:9][C:8]([C@H:7]2[CH2:6][CH2:5][N:4]([C:15]([O:17][C:18]([CH3:21])([CH3:20])[CH3:19])=[O:16])[CH2:3][C@@H:2]2[OH:1])=[CH:13][CH:12]=1)[C:29]1[CH:34]=[CH:33][CH:32]=[CH:31][CH:30]=1 |f:1.2.3|. Procedure details: A mixture of (3R,4R)-tert-butyl 3-hydroxy-4-(4-hydroxyphenyl)piperidine-1-carboxylate (620 mg, 2.1 mmol, E-2 from step E), potassium carbonate (584 mg, 4.2 mmol), and benzyl bromide (0.25 mL, 2.1 mmol) in DMF (5 mL) was stirred at rt for 16 h. The solvent was removed by evaporation and the residue was treated with 50 mL of water. The aqueous mixture was then extracted 4 times with 50 mL of chloroform. The combined organic phases were dried over anhydous Na2SO4, filtered, and evaporated to yield ... Reactants: C1=CC=CC2=CC3=CC=CC=C3C(=C12)[SiH](C=1C2=CC=CC=C2C=C2C=CC=CC12)C=1C2=CC=CC=C2C=C2C=CC=CC12 (tris(9-anthracenyl)silane), [Mn](=O)(=O)(=O)[O-].[K+] (potassium permanganate). Run in O1CCCC1 (tetrahydrofuran). Conditions: time 15 hour. Yields the product C1=CC=CC2=CC3=CC=CC=C3C(=C12)[Si](O)(C=1C2=CC=CC=C2C=C2C=CC=CC12)C=1C2=CC=CC=C2C=C2C=CC=CC12 (tris(9-anthracenyl)silanol). As a reaction SMILES: [CH:1]1[C:14]2[C:5](=[CH:6][C:7]3[C:12]([C:13]=2[SiH:15]([C:30]2[C:31]4[C:36]([CH:37]=[C:38]5[C:43]=2[CH:42]=[CH:41][CH:40]=[CH:39]5)=[CH:35][CH:34]=[CH:33][CH:32]=4)[C:16]2[C:17]4[C:22]([CH:23]=[C:24]5[C:29]=2[CH:28]=[CH:27][CH:26]=[CH:25]5)=[CH:21][CH:20]=[CH:19][CH:18]=4)=[CH:11][CH:10]=[CH:9][CH:8]=3)[CH:4]=[CH:3][CH:2]=1.[Mn]([O-])(=O)(=O)=[O:45].[K+]>O1CCCC1>[CH:11]1[C:12]2[C:7](=[CH:6][C:5]3[C:14]([C:13]=2[Si:15]([C:16]2[C:29]4[C:24]([CH:23]=[C:22]5[C:17]=2[CH:18]=[CH:19][CH:20]=[CH:21]5)=[CH:25][CH:26]=[CH:27][CH:28]=4)([C:30]2[C:31]4[C:36]([CH:37]=[C:38]5[C:43]=2[CH:42]=[CH:41][CH:40]=[CH:39]5)=[CH:35][CH:34]=[CH:33][CH:32]=4)[OH:45])=[CH:1][CH:2]=[CH:3][CH:4]=3)[CH:8]=[CH:9][CH:10]=1 |f:1.2|. Reported procedure: The oxidation of the tris(9-anthracenyl)silane is carried out analogously to Example 1.1 with 5 molar equivalents of potassium permanganate in boiling tetrahydrofuran. The reaction is interrupted after 15 h and, after filtration over silica gel to separate off pyrolusite from the solution, the silanol formed is obtained as a yellowish solid by concentration of the reaction mixture, yield: 10.75 g with a purity of 85% (GC-MS). Further purification is carried out by crystallization from boiling et... The reactants are [H-].[Na+] (sodium hydride), CN1C(C=2C(NC3=C1C=CC=C3)=CSC2)=O (4,9-dihydro-9-methyl-10H-thieno[3,4-b][1,5]benzodiazepin-10-one), Cl.CN(C)CCCl (dimethylaminoethylchloride hydrochloride), CS(=O)C (dimethylsulfoxide). Run in Cl (hydrogen chloride), CCOCC (ether). Reaction conditions: time 3 hour. The product is CN(CCN1C=2C(C(N(C3=C1C=CC=C3)C)=O)=CSC2)C (4,9-Dihydro-4-(2-dimethylaminoethyl)-9-methyl-10H-thieno[3,4-b][1,5]benzodiazepin-10-one). Reaction SMILES: [H-].[Na+].Cl.[CH3:4][N:5]([CH2:7][CH2:8]Cl)[CH3:6].CS(C)=O.[CH3:14][N:15]1[C:21]2[CH:22]=[CH:23][CH:24]=[CH:25][C:20]=2[NH:19][C:18]2=[CH:26][S:27][CH:28]=[C:17]2[C:16]1=[O:29]>Cl.CCOCC>[CH3:4][N:5]([CH3:6])[CH2:7][CH2:8][N:19]1[C:20]2[CH:25]=[CH:24][CH:23]=[CH:22][C:21]=2[N:15]([CH3:14])[C:16](=[O:29])[C:17]2=[CH:28][S:27][CH:26]=[C:18]12 |f:0.1,2.3|. Procedure: A mixture of 0.72 g. of 55% sodium hydride-mineral oil dispersion and 0.60 g. of dimethylaminoethylchloride hydrochloride in 25 ml. of dimethylsulfoxide is stirred at room temperature for 0.5 hours. To the mixture is added 0.46 g. of 4,9-dihydro-9-methyl-10H-thieno[3,4-b][1,5]benzodiazepin-10-one and stirring is continued for 3 hours. The reaction mixture is quenched by dropwise addition of water, diluted with about 200 ml. of water, acidified, filtered, made alkaline with 5N sodium hydroxide an...